Dataset: the Open Reaction Database (ORD), a public repository of structured organic reaction records. Task: describe an organic reaction: reactants, conditions, products, and yield Reaction SMILES: [F:1][c:2]1[c:3]([NH:16][c:17]2[c:18]([CH3:23])[cH:19][cH:20][cH:21][cH:22]2)[c:4]([C:12](=[O:13])[O:14][CH3:15])[cH:5][c:6]2[n:7][o+:8]([O-:11])[n:9][c:10]12.[N-:25]=[N+:26]=[N-:27].[Na+:24].[OH:28][CH2:29][CH2:30][OH:31]>>[F:1][c:2]1[c:3]([NH:16][c:17]2[c:18]([CH3:23])[cH:19][cH:20][cH:21][cH:22]2)[c:4]([C:12](=[O:13])[O:14][CH3:15])[cH:5][c:6]2[n:7][o:8][n:9][c:10]12. Starting materials: COC(=O)c1cc2n[o+]([O-])nc2c(F)c1Nc1ccccc1C, [N-]=[N+]=[N-], [Na+], OCCO. Product: COC(=O)c1cc2nonc2c(F)c1Nc1ccccc1C. Starting materials: S(=O)(=O)(OC)OC (dimethyl sulfate), CC1(CC(C2=CC=CC=C12)CO)C (1,1-dimethyl-3-hydroxymethylindane), C1(=CC=CC=C1)C (toluene), [H-].[Na+] (sodium hydride). The solvent is C=1(C(=CC=CC1)C)C (xylene), O (water). Run at time 5 hour. Product: CC1(CC(C2=CC=CC=C12)COC)C (1,1-dimethyl-3-methoxymethylindane). Isolated yield 92.0%. Reaction SMILES: [H-].[Na+].[CH3:3][C:4]1([CH3:15])[C:12]2[C:7](=[CH:8][CH:9]=[CH:10][CH:11]=2)[CH:6]([CH2:13][OH:14])[CH2:5]1.[C:16]1(C)C=CC=CC=1.S(OC)(OC)(=O)=O>C1(C)C(C)=CC=CC=1.O>[CH3:3][C:4]1([CH3:15])[C:12]2[C:7](=[CH:8][CH:9]=[CH:10][CH:11]=2)[CH:6]([CH2:13][O:14][CH3:16])[CH2:5]1 |f:0.1|. Reported procedure: A solution of 17.25 g (0.43 mol) of 60% sodium hydride in 500 ml of xylene was heated to 100° C. To this was dropwise added over 2 hours a mixture of 69 g (0.39 mol) of 1,1-dimethyl-3-hydroxymethylindane (IX) and 250 ml of toluene. After stirring for 5 hours, 27.1 g (0.215 mol) of dimethyl sulfate was added dropwise to the reaction mixture over 2 hours. After the addition, the mixture was stirred for 3 hours to complete the reaction. 250 ml of water was added to the resulting reaction mixture to... The reactants are CCOCC, Nc1ccc(C2CC2(Cl)Cl)cc1, O=N[O-], [Na+], [Na+], [OH-], O, O=S(=O)(O)O. The product is Oc1ccc(C2CC2(Cl)Cl)cc1. Reaction SMILES: [CH3:25][CH2:26][O:27][CH2:28][CH3:29].[Cl:1][C:2]1([Cl:12])[CH:3]([c:5]2[cH:6][cH:7][c:8]([NH2:9])[cH:10][cH:11]2)[CH2:4]1.[N:13](=[O:14])[O-:15].[Na+:16].[Na+:18].[OH-:17].[OH2:24].[S:19](=[O:20])(=[O:21])([OH:22])[OH:23]>>[Cl:1][C:2]1([Cl:12])[CH:3]([c:5]2[cH:6][cH:7][c:8]([OH:14])[cH:10][cH:11]2)[CH2:4]1.